Dataset: the Open Reaction Database (ORD), a public repository of structured organic reaction records. Task: describe an organic reaction: reactants, conditions, products, and yield The product is C(CCC)(=O)C(C#N)C1=CC=C(C=C1)F (α-Butyryl-4-fluorophenylacetonitrile). As a reaction SMILES: [Na].C(O)C.[F:5][C:6]1[CH:11]=[CH:10][C:9]([CH2:12][C:13]#[N:14])=[CH:8][CH:7]=1.[C:15](OCC)(=[O:19])[CH2:16][CH2:17][CH3:18]>>[C:15]([CH:12]([C:9]1[CH:10]=[CH:11][C:6]([F:5])=[CH:7][CH:8]=1)[C:13]#[N:14])(=[O:19])[CH2:16][CH2:17][CH3:18] |^1:0|. The reactants are [Na] (sodium), C(C)O (ethanol), FC1=CC=C(C=C1)CC#N (4-fluorophenylacetonitrile), C(CCC)(=O)OCC (ethyl butyrate). Run at time 8 hour. Reported procedure: 10.9 g of sodium are added to 150 ml of absolute ethanol. While maintaining reflux, a solution of 49.5 g of 4-fluorophenylacetonitrile in 65.2 g of ethyl butyrate is added. The reaction mixture is refluxed for 4 hours and then left to stand overnight at room temperature. The solvents are concentrated under vacuum and the residue is taken up in water and washed with ether. The aqueous phase is cooled in an ice bath and acidified to pH 5-6 by the addition of concentrated acetic acid to give crysta... The reactants are [BH4-].[Na+] (Sodium borohydride), C(C1=CC=CC=C1)N1CC(C(CC1)=O)C(C)C (1-benzyl-3-isopropylpiperid-4-one). Solvent: CO (methanol). Run at time 1 hour. Product: C(C1=CC=CC=C1)N1CC(C(CC1)O)C(C)C (1-benzyl-4-hydroxy-3-isopropylpiperidine). Reaction SMILES: [BH4-].[Na+].[CH2:3]([N:10]1[CH2:15][CH2:14][C:13](=[O:16])[CH:12]([CH:17]([CH3:19])[CH3:18])[CH2:11]1)[C:4]1[CH:9]=[CH:8][CH:7]=[CH:6][CH:5]=1>CO>[CH2:3]([N:10]1[CH2:15][CH2:14][CH:13]([OH:16])[CH:12]([CH:17]([CH3:19])[CH3:18])[CH2:11]1)[C:4]1[CH:5]=[CH:6][CH:7]=[CH:8][CH:9]=1 |f:0.1|. Procedure details: Sodium borohydride (0.5 g, 15.6 mmole) was added to the stirred solution of 1-benzyl-3-isopropylpiperid-4-one (3.3 g, 14.2 mmole) in methanol (25 ml) at 0-5° C. over a period of 5 min, and stirring was continued for 1 hr at ambient temperature. The reaction mixture was concentrated to dryness, triturated with water (20 ml) and extracted with ethyl acetate. The ethyl acetate extract was dried (Na2SO4) and concentrated to dryness to furnish 1-benzyl-4-hydroxy-3-isopropylpiperidine as oil. Yield 2.... Reactants: C(CC)=O (propionaldehyde), C(#N)[BH3-].[Na+] (sodium cyanoborohydride), C(C)(OC)(OC)OC (trimethyl orthoacetate), C(C)(C)(C)OC(NCCCCN)=O (N-(4-aminobutyl)-carbamic acid t-butyl ester). Yields the product C(CC)N(CCCCN)CCC (N,N-dipropylbutane-1,4-diamine). Procedure details: N-(4-aminobutyl)-carbamic acid t-butyl ester (manufactured by Tokyo Kasei Kogyo Co., Ltd.) (500 mg) was dissolved in methanol (10 ml) and then added with propionaldehyde (manufactured by Tokyo Kasei Kogyo Co., Ltd.) (0.418 ml), sodium cyanoborohydride (404 mg), and trimethyl orthoacetate (1.60 g), and the whole was stirred at room temperature for 12 hours. After completion of the reaction, the solvent was distilled off. Then, the resultant was added with chloroform, washed with distilled water a... Run at time 12 hour. Reaction SMILES: C(O[C:6](=O)[NH:7][CH2:8][CH2:9][CH2:10][CH2:11][NH2:12])(C)(C)C.[CH:14](=O)[CH2:15][CH3:16].C([BH3-])#N.[Na+].[C:22](OC)(OC)(OC)[CH3:23]>CO>[CH2:14]([N:7]([CH2:6][CH2:22][CH3:23])[CH2:8][CH2:9][CH2:10][CH2:11][NH2:12])[CH2:15][CH3:16] |f:2.3|. The solvent is CO (methanol). Starting materials: ice, C(C#C)Br (propargyl bromide), [Na] (sodium), C(C1=CC=CC=C1)=NO (benzaldoxime). Solvent: ClCCl (dichloromethane), ClCCl (dichloromethane). Run at time 2 hour. Yields the product BrCC1=CC(=NO1)C1=CC=CC=C1 (5-Bromomethyl-3-phenylisoxazole). Isolated yield 55.5%. Reaction SMILES: [CH2:1]([Br:4])[C:2]#[CH:3].[Na].[CH:6](=[N:13][OH:14])[C:7]1[CH:12]=[CH:11][CH:10]=[CH:9][CH:8]=1>ClCCl>[Br:4][CH2:1][C:2]1[O:14][N:13]=[C:6]([C:7]2[CH:12]=[CH:11][CH:10]=[CH:9][CH:8]=2)[CH:3]=1 |^1:4|. Procedure: To a solution of propargyl bromide (1.51 ml, 20 mmol) in dichloromethane (15 ml) and aqueous sodium hyopchlorite (22.4 ml, 10%, 30 mmol) at 0° C. was added dropwise with stirring benzaldoxime (2.42 g, 20 mmol) in dichloromethane (15 ml). When addition was complete the ice bath was removed and the reaction stirred for a further 2 h. The organic layer was separated and the aqueous layer washed with dichloromethane (2×20 ml) then the combined organic layers dried (MgSO4). Solvent removal under redu... The reactants are solution, [F-].C(CCC)[N+](CCCC)(CCCC)CCCC (tetrabutylammonium fluoride), C(C=C)N1C(=C(C2=CC=C(C=C12)C(=O)OC)C1CCCCC1)C1=C(C=C(C=C1)OC)CO[Si](C(C)C)(C(C)C)C(C)C (Methyl 1-allyl-3-cyclohexyl-2-(4-methoxy-2-{[(triisopropylsilyl)oxy]methyl}phenyl)-1H-indole-6-carboxylate). The solvent is C1CCOC1 (THF), C1CCOC1 (THF). Reaction conditions: time 2 hour. The product is C(C=C)N1C(=C(C2=CC=C(C=C12)C(=O)OC)C1CCCCC1)C1=C(C=C(C=C1)OC)CO (methyl 1-allyl-3-cyclohexyl-2-[2-(hydroxymethyl)-4-methoxyphenyl]-1H-indole-6-carboxylate). Isolated yield 88.0%. RXN SMILES: [CH2:1]([N:4]1[C:12]2[C:7](=[CH:8][CH:9]=[C:10]([C:13]([O:15][CH3:16])=[O:14])[CH:11]=2)[C:6]([CH:17]2[CH2:22][CH2:21][CH2:20][CH2:19][CH2:18]2)=[C:5]1[C:23]1[CH:28]=[CH:27][C:26]([O:29][CH3:30])=[CH:25][C:24]=1[CH2:31][O:32][Si](C(C)C)(C(C)C)C(C)C)[CH:2]=[CH2:3].[F-].C([N+](CCCC)(CCCC)CCCC)CCC>C1COCC1>[CH2:1]([N:4]1[C:12]2[C:7](=[CH:8][CH:9]=[C:10]([C:13]([O:15][CH3:16])=[O:14])[CH:11]=2)[C:6]([CH:17]2[CH2:22][CH2:21][CH2:20][CH2:19][CH2:18]2)=[C:5]1[C:23]1[CH:28]=[CH:27][C:26]([O:29][CH3:30])=[CH:25][C:24]=1[CH2:31][OH:32])[CH:2]=[CH2:3] |f:1.2|. Reported procedure: Methyl 1-allyl-3-cyclohexyl-2-(4-methoxy-2-{[(triisopropylsilyl)oxy]methyl}phenyl)-1H-indole-6-carboxylate (1 eq.) was dissolved in THF (0.28M solution) and a 1M solution of tetrabutylammonium fluoride in THF (1 eq.) was added. The mixture was left stirring at RT for 2 h, then all volatiles were evaporated in vacuo and the residual material was dissolved in Et2O. The solution was washed with 1N HCl, saturated aq. NaHCO3 solution and with brine. The organic phase was dried over Na2SO4 and evapora... Reactants: CCCCCCC(=O)Cl, CS(=O)(=O)CCOCCNc1c(N)cnc2ccccc12, CC#N. Product: CCCCCCC(=O)Nc1cnc2ccccc2c1NCCOCCS(C)(=O)=O, Cl. As a reaction SMILES: [C:1]([CH2:2][CH2:3][CH2:4][CH2:5][CH2:6][CH3:7])(=[O:8])[Cl:9].[CH3:10][S:11](=[O:12])(=[O:13])[CH2:14][CH2:15][O:16][CH2:17][CH2:18][NH:19][c:20]1[c:21]([NH2:30])[cH:22][n:23][c:24]2[cH:25][cH:26][cH:27][cH:28][c:29]12.[CH3:31][C:32]#[N:33]>>[C:1]([CH2:2][CH2:3][CH2:4][CH2:5][CH2:6][CH3:7])(=[O:8])[NH:30][c:21]1[c:20]([NH:19][CH2:18][CH2:17][O:16][CH2:15][CH2:14][S:11]([CH3:10])(=[O:12])=[O:13])[c:29]2[c:24]([n:23][cH:22]1)[cH:25][cH:26][cH:27][cH:28]2.[ClH:9].